This data is from the Open Reaction Database (ORD), a public repository of structured organic reaction records. The task is: describe an organic reaction: reactants, conditions, products, and yield Reactants: C(O)([O-])=O.[Na+] (sodium hydrogen carbonate), Cl.NC1CCN(CC1)CCN1C(C=CC2=NC=C(C=C12)OC)=O (1-(2-(4-aminopiperidin-1-yl)ethyl)-7-methoxy-1,5-naphthyridin-2(1H)-one hydrochloride), C[O-].[Na+].CO (sodium methoxide methanol), C(#N)[BH3-].[Na+] (sodium cyanoborohydride), C(#N)[BH3-].[Na+] (sodium cyanoborohydride), FC=1C(=NC=C(C=O)C1)OC (5-fluoro-6-methoxynicotinaldehyde). Run in C(Cl)(Cl)Cl (chloroform), CO (methanol), C(C)(=O)O (acetic acid). Reaction conditions: time 20 minute. Product: FC=1C=C(C=NC1OC)CNC1CCN(CC1)CCN1C(C=CC2=NC=C(C=C12)OC)=O (1-(2-(4-(((5-fluoro-6-methoxypyridin-3-yl)methyl)amino)piperidin-1-yl)ethyl)-7-methoxy-1,5-naphthyridin-2(1H)-one). Isolated yield 45.4%. As a reaction SMILES: Cl.[NH2:2][CH:3]1[CH2:8][CH2:7][N:6]([CH2:9][CH2:10][N:11]2[C:20]3[C:15](=[N:16][CH:17]=[C:18]([O:21][CH3:22])[CH:19]=3)[CH:14]=[CH:13][C:12]2=[O:23])[CH2:5][CH2:4]1.C[O-].[Na+].CO.[F:29][C:30]1[C:31]([O:38][CH3:39])=[N:32][CH:33]=[C:34]([CH:37]=1)[CH:35]=O.C([BH3-])#N.[Na+].C(=O)([O-])O.[Na+]>CO.C(Cl)(Cl)Cl.C(O)(=O)C>[F:29][C:30]1[CH:37]=[C:34]([CH2:35][NH:2][CH:3]2[CH2:4][CH2:5][N:6]([CH2:9][CH2:10][N:11]3[C:20]4[C:15](=[N:16][CH:17]=[C:18]([O:21][CH3:22])[CH:19]=4)[CH:14]=[CH:13][C:12]3=[O:23])[CH2:7][CH2:8]2)[CH:33]=[N:32][C:31]=1[O:38][CH3:39] |f:0.1,2.3.4,6.7,8.9|. Procedure: To a suspension of 0.20 g of 1-(2-(4-aminopiperidin-1-yl)ethyl)-7-methoxy-1,5-naphthyridin-2(1H)-one hydrochloride in 2 mL of methanol, 0.28 g of a 28% sodium methoxide/methanol solution and 28 μL of acetic acid were added. Thereto was added 75 mg of 5-fluoro-6-methoxynicotinaldehyde, then, 61 mg of sodium cyanoborohydride was added thereto, and the mixture was stirred at room temperature for 1 hour 20 minutes. Thereto was further added 62 mg of sodium cyanoborohydride, and the mixture was stirr... As a reaction SMILES: [F:1][C:2]1[CH:7]=[CH:6][C:5]([F:8])=[CH:4][C:3]=1[C:9]1[CH:13]=[C:12]([C:14]([F:17])([F:16])[F:15])[N:11]([CH3:18])[N:10]=1.[N+:19]([O-])([OH:21])=[O:20]>>[F:1][C:2]1[CH:7]=[C:6]([N+:19]([O-:21])=[O:20])[C:5]([F:8])=[CH:4][C:3]=1[C:9]1[CH:13]=[C:12]([C:14]([F:16])([F:15])[F:17])[N:11]([CH3:18])[N:10]=1. Product: FC1=C(C=C(C(=C1)[N+](=O)[O-])F)C1=NN(C(=C1)C(F)(F)F)C (3-(2,5-difluoro-4-nitrophenyl)-1-methyl-5-(trifluoromethyl)-1H-pyrazole). Reactants: ice, FC1=C(C=C(C=C1)F)C1=NN(C(=C1)C(F)(F)F)C (3-(2,5-difluorophenyl)-1-methyl-5-(trifluoromethyl)-1H-pyrazole), [N+](=O)(O)[O-] (nitric acid). Reported procedure: To an ice cooled solution of 50 ml of fuming nitric acid (90%) was added slowly 8.29 g of 3-(2,5-difluorophenyl)-1-methyl-5-(trifluoromethyl)-1H-pyrazole. After addition, the mixture was allowed to warm to room temperature and then gently heated to 52° C. Heated for 2.5 hours, then cooled and poured onto ice. The resulting mixture was extracted with ether and the ether then washed twice with water, dried with anhydrous magnesium sulfate, filtered and the solvent removed by concentration in vacuo... Reactants: CO, CCCc1c(Cc2ccc(-c3ccccc3C#N)cc2)c(=O)n(C2CCC(OCC(=O)C3CC3)CC2)c2ncnn12, [Cl-], [NH4+], C1CCOC1. Product: CCCc1c(Cc2ccc(-c3ccccc3C#N)cc2)c(=O)n(C2CCC(OCC(O)C3CC3)CC2)c2ncnn12. As a reaction SMILES: [CH3:49][OH:50].[CH:1]1([C:4]([CH2:5][O:6][CH:7]2[CH2:8][CH2:9][CH:10]([n:13]3[c:14]4[n:15]([c:16]([CH2:35][CH2:36][CH3:37])[c:17]([CH2:20][c:21]5[cH:22][cH:23][c:24](-[c:27]6[c:28]([C:33]#[N:34])[cH:29][cH:30][cH:31][cH:32]6)[cH:25][cH:26]5)[c:18]3=[O:19])[n:38][cH:39][n:40]4)[CH2:11][CH2:12]2)=[O:41])[CH2:2][CH2:3]1.[Cl-:42].[NH4+:43].[O:44]1[CH2:45][CH2:46][CH2:47][CH2:48]1>>[CH:1]1([CH:4]([CH2:5][O:6][CH:7]2[CH2:8][CH2:9][CH:10]([n:13]3[c:14]4[n:15]([c:16]([CH2:35][CH2:36][CH3:37])[c:17]([CH2:20][c:21]5[cH:22][cH:23][c:24](-[c:27]6[c:28]([C:33]#[N:34])[cH:29][cH:30][cH:31][cH:32]6)[cH:25][cH:26]5)[c:18]3=[O:19])[n:38][cH:39][n:40]4)[CH2:11][CH2:12]2)[OH:41])[CH2:2][CH2:3]1. The reactants are FC(OC1=CC=C(C=C1)O)(F)F (4-(trifluoromethoxy)phenol), C(CCC)P(CCCC)CCCC (tributylphosphine), C1(CC1)NC(=O)C=1N=NN(C1CCCO)C1=CC=C(C=C1)C(=O)NCC (N-cyclopropyl-1-{4-[(ethylamino)carbonyl]phenyl}-5-(3-hydroxypropyl)-1H-1,2,3-triazole-4-carboxamide), N(=N\C(=O)N1CCCCC1)/C(=O)N1CCCCC1 (1,1′-[(E)-diazene-1,2-diyldicarbonyl]dipiperidine). Solvent: C1(=CC=CC=C1)C (toluene), C1(=CC=CC=C1)C (toluene), C1(=CC=CC=C1)C (toluene), C1(=CC=CC=C1)C (toluene). Product: C1(CC1)NC(=O)C=1N=NN(C1CCCOC1=CC=C(C=C1)OC(F)(F)F)C1=CC=C(C=C1)C(=O)NCC (N-cyclopropyl-1-{4-[(ethylamino)carbonyl]phenyl}-5-{3-[4-(trifluoromethoxy)phenoxy]propyl}-1H-1,2,3-triazole-4-carboxamide). Isolated yield 64.3%. As a reaction SMILES: [F:1][C:2]([F:12])([F:11])[O:3][C:4]1[CH:9]=[CH:8][C:7]([OH:10])=[CH:6][CH:5]=1.C(P(CCCC)CCCC)CCC.[CH:26]1([NH:29][C:30]([C:32]2[N:33]=[N:34][N:35]([C:41]3[CH:46]=[CH:45][C:44]([C:47]([NH:49][CH2:50][CH3:51])=[O:48])=[CH:43][CH:42]=3)[C:36]=2[CH2:37][CH2:38][CH2:39]O)=[O:31])[CH2:28][CH2:27]1.N(/C(N1CCCCC1)=O)=N\C(N1CCCCC1)=O>C1(C)C=CC=CC=1>[CH:26]1([NH:29][C:30]([C:32]2[N:33]=[N:34][N:35]([C:41]3[CH:42]=[CH:43][C:44]([C:47]([NH:49][CH2:50][CH3:51])=[O:48])=[CH:45][CH:46]=3)[C:36]=2[CH2:37][CH2:38][CH2:39][O:10][C:7]2[CH:6]=[CH:5][C:4]([O:3][C:2]([F:11])([F:12])[F:1])=[CH:9][CH:8]=2)=[O:31])[CH2:27][CH2:28]1. Reported procedure: To a solution of 4-(trifluoromethoxy)phenol (52 mg) in toluene (0.5 ml) was added a solution of tributylphosphine (51 mg) in toluene (0.5 ml) under stirring, a solution of N-cyclopropyl-1-{4-[(ethylamino)carbonyl]phenyl}-5-(3-hydroxypropyl)-1H-1,2,3-triazole-4-carboxamide (29 mg) in toluene (0.5 ml) and a solution of 1,1′-[(E)-diazene-1,2-diyldicarbonyl]dipiperidine in toluene (0.5 ml) were successively added, and the mixture was stirred at room temperature for 64 hr. The reaction mixture was fi... Starting materials: OC1C(C(NC2=CC=CC=C12)=O)(C)C (4-Hydroxy-3,3-dimethyl-3,4-dihydro-1H-quinolin-2-one). The reagents and catalysts are O=[Mn]=O (MnO2). The solvent is CN(C)C=O.C(Cl)Cl (DMF CH2Cl2). The product is CC1(C(NC2=CC=CC=C2C1=O)=O)C (3,3-Dimethyl-1H-quinoline-2,4-dione). Isolated yield 68.6%. As a reaction SMILES: [OH:1][CH:2]1[C:11]2[C:6](=[CH:7][CH:8]=[CH:9][CH:10]=2)[NH:5][C:4](=[O:12])[C:3]1([CH3:14])[CH3:13]>CN(C=O)C.C(Cl)Cl.O=[Mn]=O>[CH3:13][C:3]1([CH3:14])[C:2](=[O:1])[C:11]2[C:6](=[CH:7][CH:8]=[CH:9][CH:10]=2)[NH:5][C:4]1=[O:12] |f:1.2|. Reported procedure: A mixture of 4-Hydroxy-3,3-dimethyl-3,4-dihydro-1H-quinolin-2-one (1.0 g, 5.2 mmol) and MnO2 (4.5 g, 52 mmol) in DMF-CH2Cl2 (10%, v/v, 20 mL) is heat to reflux for overnight (˜16 h). The insoluble material is removed by filtration through a pad of celite (˜1 cm), and washed with CH2Cl2. The combined solution is concentrated under vacuum, and yields the title compound as colorless solid (675 mg, yield 69%).